From a dataset of the Open Reaction Database (ORD), a public repository of structured organic reaction records. describe an organic reaction: reactants, conditions, products, and yield The reactants are N(=O)C1=C(C=CC2=CC=CC=C12)O (1-nitroso-2-naphthol), C(C)N (ethylamine). RXN SMILES: [N:1]([C:3]1[C:12]2[C:7](=[CH:8][CH:9]=[CH:10][CH:11]=2)[CH:6]=[CH:5][C:4]=1O)=[O:2].[CH2:14]([NH2:16])[CH3:15]>>[CH2:14]([NH:16][C:4]1[CH:5]=[CH:6][C:7]2[C:12](=[CH:11][CH:10]=[CH:9][CH:8]=2)[C:3]=1[N:1]=[O:2])[CH3:15]. The product is C(C)NC1=C(C2=CC=CC=C2C=C1)N=O (2-ethylamino-1-nitrosonaphthalene). Procedure details: The starting 2-ethylamino-1-nitrosonaphthalene is prepared by reacting 1-nitroso-2-naphthol with ethylamine following the same procedure described in the second part of example 12. Reactants: Cl (HCl), N1C=NC=C1 (imidazole), [H-].[Na+] (NaH), [H-].[Na+] (NaH), CS(=O)(=O)OCCC=1N=C(SC1)NS(=O)(=O)C1=C(C(=CC=C1)Cl)C (2-(2-{[(3-Chloro-2-methylphenyl)sulfonyl]amino}-1,3-thiazol-4-yl)ethyl methanesulfonate), N1C=NC=C1 (imidazole). The solvent is O (H2O), C1CCOC1 (THF). Reaction conditions: time 1.5 hour. Product: O.O.ClC=1C(=C(C=CC1)S(=O)(=O)NC=1SC=C(N1)CCN1C=NC=C1)C (3-Chloro-N-{4-[2-(1H-imidazol-1-yl)ethyl]-1,3-thiazol-2-yl}-2-methylbenzenesulfonamide dihydrate). Reaction SMILES: [H-].[Na+].CS(O[CH2:8][CH2:9][C:10]1[N:11]=[C:12]([NH:15][S:16]([C:19]2[CH:24]=[CH:23][CH:22]=[C:21]([Cl:25])[C:20]=2[CH3:26])(=[O:18])=[O:17])[S:13][CH:14]=1)(=O)=[O:5].[NH:27]1[CH:31]=[CH:30][N:29]=[CH:28]1.Cl>C1COCC1.O>[OH2:5].[OH2:5].[Cl:25][C:21]1[C:20]([CH3:26])=[C:19]([S:16]([NH:15][C:12]2[S:13][CH:14]=[C:10]([CH2:9][CH2:8][N:27]3[CH:31]=[CH:30][N:29]=[CH:28]3)[N:11]=2)(=[O:17])=[O:18])[CH:24]=[CH:23][CH:22]=1 |f:0.1,7.8.9|. Reported procedure: NaH (95% dry, 32 mg, 1.28 mmol) was added to a stirred solution of EXAMPLE 191A (250 mg, 0.61 mmol) and imidazole (46 mg, 0.67 mmol) in THF (10 mL) at room temperature. The mixture was stirred for 2 h at 40° C. when additional imidazole (41 mg, 0.61 mmol) and NaH (95% dry, 15 mg, 0.61 mmol) was added. The reaction was allowed to proceed for 1.5 h and was then neutralized by adding aqueous HCl (2 M). The solvent was evaporated and the resulting crude material was dissolved in TFA and purified by ... The reactants are BrC=1C=CC\2=C(\N=C(/C\C(=C2)\C(N(CCC)CCC)=O)\NC(OC(C)(C)C)=O)C1 (tert-butyl (1E,4E)-8-bromo-4-(dipropylcarbamoyl)-3H-benzo[b]azepin-2-ylcarbamate), O[C@H]1CN(C[C@@H]1O)C(=O)C1=CC=C(C=C1)B1OC(C(O1)(C)C)(C)C (((3S,4S)-3,4-dihydroxypyrrolidin-1-yl)(4-(4,4,5,5-tetramethyl-1,3,2-dioxaborolan-2-yl)phenyl)methanone). The product is O[C@H]1CN(C[C@@H]1O)C(=O)C1=CC=C(C=C1)C=1C=CC\2=C(\N=C(/C\C(=C2)\C(N(CCC)CCC)=O)\NC(OC(C)(C)C)=O)C1 (tert-butyl (1E,4E)-8-(4-((3S,4S)-3,4-dihydroxypyrrolidine-1-carbonyl)phenyl)-4-(dipropylcarbamoyl)-3H-benzo[b]azepin-2-ylcarbamate). Reaction SMILES: Br[C:2]1[CH:3]=[CH:4][C:5]2=[C:6]([CH:29]=1)[N:7]=[C:8]([NH:21][C:22](=[O:28])[O:23][C:24]([CH3:27])([CH3:26])[CH3:25])[CH2:9][C:10]([C:12](=[O:20])[N:13]([CH2:17][CH2:18][CH3:19])[CH2:14][CH2:15][CH3:16])=[CH:11]2.[OH:30][C@@H:31]1[C@@H:35]([OH:36])[CH2:34][N:33]([C:37]([C:39]2[CH:44]=[CH:43][C:42](B3OC(C)(C)C(C)(C)O3)=[CH:41][CH:40]=2)=[O:38])[CH2:32]1>>[OH:36][C@@H:35]1[C@@H:31]([OH:30])[CH2:32][N:33]([C:37]([C:39]2[CH:40]=[CH:41][C:42]([C:2]3[CH:3]=[CH:4][C:5]4=[C:6]([CH:29]=3)[N:7]=[C:8]([NH:21][C:22](=[O:28])[O:23][C:24]([CH3:25])([CH3:26])[CH3:27])[CH2:9][C:10]([C:12](=[O:20])[N:13]([CH2:14][CH2:15][CH3:16])[CH2:17][CH2:18][CH3:19])=[CH:11]4)=[CH:43][CH:44]=2)=[O:38])[CH2:34]1. Reported procedure: The title compound was prepared by the procedure as described in Example 124 (Step F) using tert-butyl (1E,4E)-8-bromo-4-(dipropylcarbamoyl)-3H-benzo[b]azepin-2-ylcarbamate and ((3S,4S)-3,4-dihydroxypyrrolidin-1-yl)(4-(4,4,5,5-tetramethyl-1,3,2-dioxaborolan-2-yl)phenyl)methanone. MS APCI (+) m/z 591 (M+1) detected Starting materials: N[C@@H](CCCCN)C(=O)O (L-lysine), 3, C(C)O (ethanol), N[C@@H](CCCCN)C(=O)O (lysine), C[C@@H](C1=CC=C(C=C1)CC(C)C)C(=O)O (S(+)-ibuprofen). The reagents and catalysts are C(C)O (ethanol). Solvent: O (H2O). Conditions: time 1 hour. Product: C[C@@H](C1=CC=C(C=C1)CC(C)C)C(=O)O.N[C@@H](CCCCN)C(=O)O (S(+)-Ibuprofen L-Lysine). The yield is 84.0%. Reaction SMILES: [NH2:1][C@H:2]([C:8]([OH:10])=[O:9])[CH2:3][CH2:4][CH2:5][CH2:6][NH2:7].[CH3:11][C@H:12]([C:23]([OH:25])=[O:24])[C:13]1[CH:18]=[CH:17][C:16]([CH2:19][CH:20]([CH3:22])[CH3:21])=[CH:15][CH:14]=1.C(O)C>C(O)C.O>[CH3:11][C@H:12]([C:23]([OH:25])=[O:24])[C:13]1[CH:18]=[CH:17][C:16]([CH2:19][CH:20]([CH3:21])[CH3:22])=[CH:15][CH:14]=1.[NH2:1][C@H:2]([C:8]([OH:10])=[O:9])[CH2:3][CH2:4][CH2:5][CH2:6][NH2:7] |f:5.6|. Reported procedure: A 500 ml 3 neck flask equipped with mechanical stirrer and thermometer was charged with H2O (42 ml) and L-lysine (37.5 g, 0.25 mole). The mixture was agitated until a solution was obtained. A solution of S(+)-ibuprofen in absolute ethanol (52.6 g, 0.25 mole in 250 ml ethanol) was made up and added to the aqueous lysine over 5 minutes at a temperature ≤35° C. The resulting solution was filtered through a sintered glass funnel (medium frit) to remove any insoluble material. The filtrate was transf... The reactants are CC(C)(C)[Si](C)(C)OCC1CC(=O)C(n2ccc(=O)[nH]c2=O)O1, COC(OC)N(C)C, CN(C)C=O. The product is CN(C)C=C1C(=O)C(n2ccc(=O)[nH]c2=O)OC1CO[Si](C)(C)C(C)(C)C. As a reaction SMILES: [C:1]([CH3:2])([CH3:3])([CH3:4])[Si:5]([O:6][CH2:7][CH:8]1[CH2:9][C:10](=[O:21])[CH:11]([n:13]2[c:14](=[O:15])[nH:16][c:17](=[O:18])[cH:19][cH:20]2)[O:12]1)([CH3:22])[CH3:23].[CH3:24][O:25][CH:26]([N:27]([CH3:28])[CH3:29])[O:30][CH3:31].[CH3:32][N:33]([CH3:34])[CH:35]=[O:36]>>[C:1]([CH3:2])([CH3:3])([CH3:4])[Si:5]([O:6][CH2:7][CH:8]1[C:9](=[CH:26][N:27]([CH3:28])[CH3:29])[C:10](=[O:21])[CH:11]([n:13]2[c:14](=[O:15])[nH:16][c:17](=[O:18])[cH:19][cH:20]2)[O:12]1)([CH3:22])[CH3:23].